This data is from the Open Reaction Database (ORD), a public repository of structured organic reaction records. The task is: describe an organic reaction: reactants, conditions, products, and yield Reactants: P(Cl)(Cl)Cl (Phosphorus(III)chloride), C1=CC=CC=C1 (benzene). Product: C1(=CC=CC=C1)P(Cl)Cl (phenyldichlorophosphane). Reaction SMILES: [P:1]([Cl:4])(Cl)[Cl:2].[CH:5]1[CH:10]=[CH:9][CH:8]=[CH:7][CH:6]=1>>[C:5]1([P:1]([Cl:4])[Cl:2])[CH:10]=[CH:9][CH:8]=[CH:7][CH:6]=1. Procedure: 8800 g (64 mols) phosphorus(III)chloride, 780 g (10 mols) benzene and 1361 g (10 mols) anhydrous aluminum chloride of 98% strength were boiled for 5 hours under reflux in a reactor provided with a stirrer and reflux condenser. Next, 1535 g (10 mols) phosphorus oxychloride was added dropwise within 30 minutes. After a post-reaction period of 30 minutes, the whole was cooled to 25° C., the formed aluminum chloride/phosphorus oxychloride-complex was filtered off and washed with phosphorus(III)chlor... The reactants are C1(=CC=CC=C1)CCCCCCC(=O)C=1OC(=CN1)C1=NC=C(C(=O)OC)C=C1 (methyl 6-(2-(7-phenylheptanoyl)oxazol-5-yl)nicotinate). The solvent is CC(=O)O.CCOC(=O)C (AcOH EtOAc). Product: C1(=CC=CC=C1)CCCCCCC(=O)C=1OC(=CN1)C1=NC=C(C(=O)O)C=C1 (6-(2-(7-Phenylheptanoyl)oxazol-5-yl)nicotinic acid). The yield is 42.3%. RXN SMILES: [C:1]1([CH2:7][CH2:8][CH2:9][CH2:10][CH2:11][CH2:12][C:13]([C:15]2[O:16][C:17]([C:20]3[CH:29]=[CH:28][C:23]([C:24]([O:26]C)=[O:25])=[CH:22][N:21]=3)=[CH:18][N:19]=2)=[O:14])[CH:6]=[CH:5][CH:4]=[CH:3][CH:2]=1>CC(O)=O.CCOC(C)=O>[C:1]1([CH2:7][CH2:8][CH2:9][CH2:10][CH2:11][CH2:12][C:13]([C:15]2[O:16][C:17]([C:20]3[CH:29]=[CH:28][C:23]([C:24]([OH:26])=[O:25])=[CH:22][N:21]=3)=[CH:18][N:19]=2)=[O:14])[CH:6]=[CH:5][CH:4]=[CH:3][CH:2]=1 |f:1.2|. Procedure: The title compound was prepared from methyl 6-(2-(7-phenylheptanoyl)oxazol-5-yl)nicotinate (10 mg, 0.025 mmol) following General Procedure E. Preparative thin layer chromatography (2% AcOH/EtOAc) yielded the title compound as a white solid (4 mg, 40%): 1H NMR (THF-d8, 500 MHz) δ 9.18 (s, 1H), 8.41 (d, 1H, J=8.0 Hz), 7.97-7.94 (m, 2H), 7.22-7.09 (m, 5H), 3.08 (t, 2H, J=7.5 Hz), 2.61 (t, 2H, J=7.5 Hz), 1.74-1.69 (m, 2H), 1.67-1.61 (m, 2H), 1.47-1.40 (m, 4H); 13C NMR (THF-d8, 125 MHz) δ 185.6, 163.... Reactants: COC1=C(C=C(C(=O)O)C=C1)\C=C\C1=CC=C(C=C1)OC(F)(F)F (4-methoxy-3-[(E)-2-(4-trifluoromethoxyphenyl)vinyl]benzoic acid), Cl.CN (methylamine hydrochloride). Yields the product COC1=C(C=C(C(=O)NC)C=C1)\C=C\C1=CC=C(C=C1)OC(F)(F)F (4-methoxy-N-methyl-3-[(E)-2-(4-trifluoromethoxyphenyl)-vinyl]-benzamide). Reaction SMILES: [CH3:1][O:2][C:3]1[CH:11]=[CH:10][C:6]([C:7](O)=[O:8])=[CH:5][C:4]=1/[CH:12]=[CH:13]/[C:14]1[CH:19]=[CH:18][C:17]([O:20][C:21]([F:24])([F:23])[F:22])=[CH:16][CH:15]=1.Cl.[CH3:26][NH2:27]>>[CH3:1][O:2][C:3]1[CH:11]=[CH:10][C:6]([C:7]([NH:27][CH3:26])=[O:8])=[CH:5][C:4]=1/[CH:12]=[CH:13]/[C:14]1[CH:19]=[CH:18][C:17]([O:20][C:21]([F:24])([F:23])[F:22])=[CH:16][CH:15]=1 |f:1.2|. Reported procedure: The captioned compound was synthesized from 4-methoxy-3-[(E)-2-(4-trifluoromethoxyphenyl)vinyl]benzoic acid obtained in step B of Example 2-2-1 and methylamine hydrochloride in accordance with the same procedure as in the methods described in step C of Example 1-2-3. Reactants: FC1(C(C1)CN1C(N(CC1)C=1SC(=C(N1)C)C(=O)OCC)=O)F (ethyl 2-(3-((2,2-difluorocyclopropyl)methyl)-2-oxoimidazolidin-1-yl)-4-methylthiazole-5-carboxylate), C(C(C)C)N1C(N(CC1)C=1SC(=C(N1)C)C(=O)OCC)=O (ethyl 2-(3-isobutyl-2-oxoimidazolidin-1-yl)-4-methylthiazole-5-carboxylate). The product is C(C(C)C)N1C(N(CC1)C=1SC(=C(N1)C)C(=O)O)=O (2-(3-isobutyl-2-oxoimidazolidin-1-yl)-4-methylthiazole-5-carboxylic acid). The yield is 96.0%. Reaction SMILES: F[C:2]1(F)[CH2:4][CH:3]1[CH2:5][N:6]1[CH2:10][CH2:9][N:8]([C:11]2[S:12][C:13]([C:17]([O:19]CC)=[O:18])=[C:14]([CH3:16])[N:15]=2)[C:7]1=[O:22].C(N1CCN(C2SC(C(OCC)=O)=C(C)N=2)C1=O)C(C)C>>[CH2:5]([N:6]1[CH2:10][CH2:9][N:8]([C:11]2[S:12][C:13]([C:17]([OH:19])=[O:18])=[C:14]([CH3:16])[N:15]=2)[C:7]1=[O:22])[CH:3]([CH3:4])[CH3:2]. Procedure details: Following the procedure as described in Preparation 14, making variations as required to replace ethyl 2-(3-((2,2-difluorocyclopropyl)methyl)-2-oxoimidazolidin-1-yl)-4-methylthiazole-5-carboxylate with ethyl 2-(3-isobutyl-2-oxoimidazolidin-1-yl)-4-methylthiazole-5-carboxylate, the title compound was obtained as a colourless solid in 96% yield: 1H NMR (300 MHz, DMSO-d6) δ 4.04-3.98 (m, 2H), 3.58-3.53 (m, 2H), 3.03 (d, J=7.4 Hz, 2H), 2.50 (s, 3H), 1.94-1.85 (m, 1H), 0.87 (d, J=6.6 Hz, 6H); MS (ES+...